This data is from the Open Reaction Database (ORD), a public repository of structured organic reaction records. The task is: describe an organic reaction: reactants, conditions, products, and yield The reactants are C(C1=CC=CC=C1)C1(CC1)N (1-benzylcyclopropanamine), ClC(C1N(O1)C(=O)OC(C)(C)C)(Cl)Cl (t-butyl 3-(trichloromethyl)-1,2-oxaziridine-2-carboxylate). The solvent is C(Cl)Cl (methylene chloride), C(Cl)Cl (methylene chloride). Reaction conditions: time 30 minute. Product: C(C1=CC=CC=C1)C1(CC1)NNC(=O)OC(C)(C)C (tert-butyl 2-(1-benzylcyclopropyl)hydrazinecarboxylate). RXN SMILES: [CH2:1]([C:8]1([NH2:11])[CH2:10][CH2:9]1)[C:2]1[CH:7]=[CH:6][CH:5]=[CH:4][CH:3]=1.ClC(Cl)(Cl)C1O[N:15]1[C:17]([O:19][C:20]([CH3:23])([CH3:22])[CH3:21])=[O:18]>C(Cl)Cl>[CH2:1]([C:8]1([NH:11][NH:15][C:17]([O:19][C:20]([CH3:23])([CH3:22])[CH3:21])=[O:18])[CH2:10][CH2:9]1)[C:2]1[CH:7]=[CH:6][CH:5]=[CH:4][CH:3]=1. Procedure details: 10.6 g (72.0 mmol) of 1-benzylcyclopropanamine was dissolved in 90 mL of methylene chloride, mixed with 14.3 g (54.5 mmol) of separately prepared t-butyl 3-(trichloromethyl)-1,2-oxaziridine-2-carboxylate under cooling with ice, and stirred at room temperature for 30 minutes. After completion of the reaction, methylene chloride was distilled off under reduced pressure, and the resulting residue was purified by silica gel column chromatography (silica gel 350 g, ethyl acetate:hexane=1:20) to give ... The reactants are CN1C(=O)C(=O)c2cc(S(=O)(=O)N3CCCC3COc3ccccc3)ccc21, Fc1ccc(CBr)cc1. The product is O=C1C(=O)N(Cc2ccc(F)cc2)c2ccc(S(=O)(=O)N3CCCC3COc3ccccc3)cc21. RXN SMILES: [CH3:1][N:2]1[C:3](=[O:28])[C:4](=[O:27])[c:5]2[cH:6][c:7]([S:11](=[O:12])(=[O:13])[N:14]3[CH:15]([CH2:19][O:20][c:21]4[cH:22][cH:23][cH:24][cH:25][cH:26]4)[CH2:16][CH2:17][CH2:18]3)[cH:8][cH:9][c:10]21.[F:29][c:30]1[cH:31][cH:32][c:33]([CH2:34][Br:35])[cH:36][cH:37]1>>[CH2:1]([N:2]1[C:3](=[O:28])[C:4](=[O:27])[c:5]2[cH:6][c:7]([S:11](=[O:12])(=[O:13])[N:14]3[CH:15]([CH2:19][O:20][c:21]4[cH:22][cH:23][cH:24][cH:25][cH:26]4)[CH2:16][CH2:17][CH2:18]3)[cH:8][cH:9][c:10]21)[c:33]1[cH:32][cH:31][c:30]([F:29])[cH:37][cH:36]1. The reactants are OC1=CC=NN1C1=NC=CC(=C1)C#N (2-(5-hydroxy-1H-pyrazol-1-yl)pyridine-4-carbonitrile), FC1=CC=C(C=C1)C(C)O (1-(4-fluorophenyl)ethanol). Yields the product FC1=CC=C(C=C1)C(C)OC1=CC=NN1C1=NC=CC(=C1)C#N (2-[5-[1-(4-fluorophenyl)ethoxy]pyrazol-1-yl]pyridine-4-carbonitrile). Reaction SMILES: [OH:1][C:2]1[N:6]([C:7]2[CH:12]=[C:11]([C:13]#[N:14])[CH:10]=[CH:9][N:8]=2)[N:5]=[CH:4][CH:3]=1.[F:15][C:16]1[CH:21]=[CH:20][C:19]([CH:22](O)[CH3:23])=[CH:18][CH:17]=1>>[F:15][C:16]1[CH:21]=[CH:20][C:19]([CH:22]([O:1][C:2]2[N:6]([C:7]3[CH:12]=[C:11]([C:13]#[N:14])[CH:10]=[CH:9][N:8]=3)[N:5]=[CH:4][CH:3]=2)[CH3:23])=[CH:18][CH:17]=1. Procedure: The title compound was prepared from 2-(5-hydroxy-1H-pyrazol-1-yl)pyridine-4-carbonitrile and 1-(4-fluorophenyl)ethanol according to the procedure for the preparation of Example 39, part C. 1H NMR (400 MHz, CDCl3): δ 1.65 (3H, d, J=6.4 Hz), 5.24 (1H, q, J=6.4 Hz), 5.44 (1H, d, J=2.0 Hz), 6.95-7.00 (2H, m), 7.27-7.30 (2H, m), 7.35 (1H, dd, J=0.8 Hz, J=5.2 Hz), 7.41 (1H, d, J=2.0 Hz), 7.97 (1H, s), 8.66 (1H, d, J=4.8 Hz). [M+H] Calc'd for C17H13FN4O, 309. Found, 309.